This data is from the Open Reaction Database (ORD), a public repository of structured organic reaction records. The task is: describe an organic reaction: reactants, conditions, products, and yield Reactants: [OH-].[Na+] (NaOH), O (water), [H-].[Al+3].[Li+].[H-].[H-].[H-] (lithium aluminum hydride), O (water), [H-].[Al+3].[Li+].[H-].[H-].[H-] (lithium aluminum hydride), [H-].[Al+3].[Li+].[H-].[H-].[H-] (lithium aluminum hydride), OC[C@H]1CC(C(N1)=O)(C)C ((R)-5-(hydroxymethyl)-3,3-dimethylpyrrolidin-2-one). Solvent: C1CCOC1 (THF). Run at time 16 hour. The product is CC1(C[C@@H](NC1)CO)C ((R)-(4,4-dimethylpyrrolidin-2-yl)methanol). Isolated yield 87.3%. Reaction SMILES: [OH:1][CH2:2][C@@H:3]1[NH:7][C:6](=O)[C:5]([CH3:10])([CH3:9])[CH2:4]1.[H-].[Al+3].[Li+].[H-].[H-].[H-].O.[OH-].[Na+]>C1COCC1>[CH3:9][C:5]1([CH3:10])[CH2:6][NH:7][C@@H:3]([CH2:2][OH:1])[CH2:4]1 |f:1.2.3.4.5.6,8.9|. Procedure: Prepared according to US patent: 20070032433A1. To a solution of (R)-5-(hydroxymethyl)-3,3-dimethylpyrrolidin-2-one (2.91 g, 20.30 mmol) in THF (50.8 mL) cooled to 0° C., lithium aluminum hydride (2.0 M solution in THF, 12.18 mL, 24.36 mmol) was added. The mixture was stirred at room temperature overnight (16 h). Additional lithium aluminum hydride (2.0 M solution in THF, 12.18 mL, 24.36 mmol) was added and the solution was refluxed for 6 h. The reaction mixture was cooled and additional lithium...